Dataset: the Open Reaction Database (ORD), a public repository of structured organic reaction records. Task: describe an organic reaction: reactants, conditions, products, and yield Reactants: CCOC(C)=O, CN(CC(=O)C(Cc1ccccc1)NC(=O)OC(C)(C)C)C(=O)N1CCCC1C(=O)O, Cl. The product is CN(CC(=O)C(N)Cc1ccccc1)C(=O)N1CCCC1C(=O)O. RXN SMILES: [C:32]([O:33][CH2:34][CH3:35])(=[O:36])[CH3:37].[CH3:1][C:2]([CH3:3])([O:4][C:5](=[O:6])[NH:7][CH:8]([C:9]([CH2:10][N:11]([C:12](=[O:13])[N:14]1[CH:15]([C:16](=[O:17])[OH:18])[CH2:19][CH2:20][CH2:21]1)[CH3:22])=[O:23])[CH2:24][c:25]1[cH:26][cH:27][cH:28][cH:29][cH:30]1)[CH3:31].[ClH:38]>>[NH2:7][CH:8]([C:9]([CH2:10][N:11]([C:12](=[O:13])[N:14]1[CH:15]([C:16](=[O:17])[OH:18])[CH2:19][CH2:20][CH2:21]1)[CH3:22])=[O:23])[CH2:24][c:25]1[cH:26][cH:27][cH:28][cH:29][cH:30]1. The reactants are C(C)C1=[N+](C=CC(=C1)OC)[O-] (2-ethyl-4-methoxy-pyridine N-oxide), C(C)(=O)OC(C)=O (acetic anhydride), C(C)(=O)OC(C)=O (acetic anhydride). Conditions: temperature 90 celsius, time 2.5 hour. Product: C(C)(=O)OC(C)C1=NC=CC(=C1)OC ((±)-1-[4-methoxy-2-pyridyl]-ethyl acetate). Isolated yield 78.0%. Reaction SMILES: [CH2:1]([C:3]1[CH:8]=[C:7]([O:9][CH3:10])[CH:6]=[CH:5][N+:4]=1[O-])[CH3:2].[C:12]([O:15]C(=O)C)(=[O:14])[CH3:13]>>[C:12]([O:15][CH:1]([C:3]1[CH:8]=[C:7]([O:9][CH3:10])[CH:6]=[CH:5][N:4]=1)[CH3:2])(=[O:14])[CH3:13]. Reported procedure: 171 g of 2-ethyl-4-methoxy-pyridine N-oxide are added dropwise within 3 h to 312 ml of acetic anhydride heated to 90° C., in such a way that the internal temperature does not exceed 115° C. The mixture is then left to stand for a further 2.5 h at 100° C., and excess acetic anhydride is stripped off. Distillation of the residue gives 171 g (78%) of the title compound of b.p. 100° C./1 Pa. Reactants: C=CC(=O)OC, CC1(C)CC2CC(C)(CN2C(=O)c2ccc(NCC(=O)O)cc2)C1, Cc1ccccc1, O. Yields the product COC(=O)C1CCN(c2ccc(C(=O)N3CC4(C)CC3CC(C)(C)C4)cc2)C1. RXN SMILES: [C:25]([CH:26]=[CH2:27])(=[O:28])[O:29][CH3:30].[CH3:1][C:2]12[CH2:3][C:4]([CH3:23])([CH3:24])[CH2:5][CH:6]([N:7]([C:9](=[O:10])[c:11]3[cH:12][cH:13][c:14]([NH:17][CH2:18][C:19]([OH:20])=[O:21])[cH:15][cH:16]3)[CH2:8]1)[CH2:22]2.[CH3:32][c:33]1[cH:34][cH:35][cH:36][cH:37][cH:38]1.[OH2:31]>>[CH3:1][C:2]12[CH2:3][C:4]([CH3:23])([CH3:24])[CH2:5][CH:6]([N:7]([C:9](=[O:10])[c:11]3[cH:12][cH:13][c:14]([N:17]4[CH2:18][CH2:19][CH:26]([C:25](=[O:28])[O:29][CH3:30])[CH2:27]4)[cH:15][cH:16]3)[CH2:8]1)[CH2:22]2. Reactants: C(CCCCCCCCCCCCCCC)NC1=C(C=CC=C1)[N+](=O)[O-] (N-n-hexadecyl-2-nitroaniline), ClC1=C(C=C(C(=O)Cl)C=C1)[N+](=O)[O-] (4-chloro-3-nitro-benzoyl chloride), CCCCCC (hexane). Run in C1=CC=CC=C1 (benzene), C1=CC=CC=C1 (benzene). Reaction conditions: time 2 hour. Yields the product ClC1=C(C=C(C(=O)N(C2=C(C=CC=C2)[N+](=O)[O-])CCCCCCCCCCCCCCCC)C=C1)[N+](=O)[O-] (N-(4-Chloro-3-nitro-benzoyl)-N-n-hexadecyl-2-nitroaniline). Reaction SMILES: [Cl:1][C:2]1[CH:10]=[CH:9][C:5]([C:6](Cl)=[O:7])=[CH:4][C:3]=1[N+:11]([O-:13])=[O:12].[CH2:14]([NH:30][C:31]1[CH:36]=[CH:35][CH:34]=[CH:33][C:32]=1[N+:37]([O-:39])=[O:38])[CH2:15][CH2:16][CH2:17][CH2:18][CH2:19][CH2:20][CH2:21][CH2:22][CH2:23][CH2:24][CH2:25][CH2:26][CH2:27][CH2:28][CH3:29].CCCCCC>C1C=CC=CC=1>[Cl:1][C:2]1[CH:10]=[CH:9][C:5]([C:6]([N:30]([CH2:14][CH2:15][CH2:16][CH2:17][CH2:18][CH2:19][CH2:20][CH2:21][CH2:22][CH2:23][CH2:24][CH2:25][CH2:26][CH2:27][CH2:28][CH3:29])[C:31]2[CH:36]=[CH:35][CH:34]=[CH:33][C:32]=2[N+:37]([O-:39])=[O:38])=[O:7])=[CH:4][C:3]=1[N+:11]([O-:13])=[O:12]. Procedure details: A solution of 33 g of 4-chloro-3-nitro-benzoyl chloride in 100 ml of benzene is added dropwise in the course of one hour to a solution, which has been heated to the reflux temperature, of 54.3 g of N-n-hexadecyl-2-nitroaniline in 80 ml of benzene. After a further two hours, the reaction has ended. The reaction solution is poured into 600 ml of hexane and the mixture is left to stand overnight. The resulting crystals are filtered off with suction and washed with hexane. This gives 48 g of the com... Reactants: NC1=CC=C(C(=N1)C(=O)OC)OC1=NC(=CC(=N1)OC)OC (methyl 6-amino-3-[(4,6-dimethoxypyrimidin-2-yl)oxy]picolinate), Cl.N1=C(C=CC=C1)C(=O)Cl (picolinoyl chloride hydrochloride), C([O-])([O-])=O.[K+].[K+] (potassium carbonate), CCC(=O)C (MEK). Solvent: O (water). Yields the product N1=C(C=CC=C1)C(=O)NC1=CC=C(C(=N1)C(=O)OC)OC1=NC(=CC(=N1)OC)OC (methyl 6-(N-picolinoylamino)-3-[(4,6-dimethoxypyrimidin-2-yl)oxy]picolinate). Yield: 40.7%. RXN SMILES: [NH2:1][C:2]1[N:7]=[C:6]([C:8]([O:10][CH3:11])=[O:9])[C:5]([O:12][C:13]2[N:18]=[C:17]([O:19][CH3:20])[CH:16]=[C:15]([O:21][CH3:22])[N:14]=2)=[CH:4][CH:3]=1.Cl.[N:24]1[CH:29]=[CH:28][CH:27]=[CH:26][C:25]=1[C:30](Cl)=[O:31].C(=O)([O-])[O-].[K+].[K+].CCC(C)=O>O>[N:24]1[CH:29]=[CH:28][CH:27]=[CH:26][C:25]=1[C:30]([NH:1][C:2]1[N:7]=[C:6]([C:8]([O:10][CH3:11])=[O:9])[C:5]([O:12][C:13]2[N:18]=[C:17]([O:19][CH3:20])[CH:16]=[C:15]([O:21][CH3:22])[N:14]=2)=[CH:4][CH:3]=1)=[O:31] |f:1.2,3.4.5|. Reported procedure: 2.0 g (6.5 mmol) of methyl 6-amino-3-[(4,6-dimethoxypyrimidin-2-yl)oxy]picolinate, 1.2 g (6.5 mmol) of picolinoyl chloride hydrochloride and 2.0 g (14.8 mmol) of potassium carbonate were added to 30 ml of MEK, and the mixture was refluxed for 6 hours under stirring. After completion of the reaction, the reaction mixture was poured into water and extracted with ethyl acetate. The extract was washed with water and dried. The solvent was distilled off to obtain crude crystals. The crude crystals we... Reactants: C(C)(C)(C)[Si](OCCC[C@H]1OC1)(C)C ((R)-tert-butyl-dimethyl-(3-oxiranyl-propoxy)-silane), NC=1C=CC2=C(NC(CO2)=O)C1 (6-amino-4H-benzo[1,4]oxazin-3-one). Solvent: CCO.O (EtOH H2O). Product: C(C)(C)(C)[Si](OCCC[C@H](CNC=1C=CC2=C(NC(CO2)=O)C1)O)(C)C (6-[(R)-5-(tert-butyl-dimethyl-silanyloxy)-2-hydroxy-pentylamino]-4H-benzo[1,4]oxazin-3-one). Isolated yield 39.0%. RXN SMILES: [C:1]([Si:5]([CH3:14])([CH3:13])[O:6][CH2:7][CH2:8][CH2:9][C@@H:10]1[CH2:12][O:11]1)([CH3:4])([CH3:3])[CH3:2].[NH2:15][C:16]1[CH:17]=[CH:18][C:19]2[O:24][CH2:23][C:22](=[O:25])[NH:21][C:20]=2[CH:26]=1>CCO.O>[C:1]([Si:5]([CH3:14])([CH3:13])[O:6][CH2:7][CH2:8][CH2:9][C@@H:10]([OH:11])[CH2:12][NH:15][C:16]1[CH:17]=[CH:18][C:19]2[O:24][CH2:23][C:22](=[O:25])[NH:21][C:20]=2[CH:26]=1)([CH3:4])([CH3:3])[CH3:2] |f:2.3|. Reported procedure: A mixture of (R)-tert-butyl-dimethyl-(3-oxiranyl-propoxy)-silane (13 g, 60 mmol; prepared according to Org. Lett. (2005), 7, 3997) and 6-amino-4H-benzo[1,4]oxazin-3-one (9.9 g) in EtOH/H2O (9:1, 325 mL) was heated at reflux overnight. The volatiles were removed under reduced pressure and the residue purified by CC (Hept/EA 1:1) to give the desired intermediate as a brown oil (8.9 g, 39% yield). The reactants are [H-].[Na+] (sodium hydride), FC1=CC2=C(N(C(CO2)=O)CC#C)C=C1N1C(NC(=CC1=O)C(F)(F)F)=O (3-(7-fluoro-3-oxo-4-propargyl-2H-1,4-benzoxazin-6-yl)-6-trifluoromethyl-2,4(1H,3H)-pyrimidinedione), COS(OC)(=O)=O (dimethylsulfuric acid). Run in CN(C=O)C (dimethylformamide). Run at time 20 minute. The product is FC1=CC2=C(N(C(CO2)=O)CC#C)C=C1N1C(N(C(=CC1=O)C(F)(F)F)C)=O (3-(7-fluoro-3-oxo-4-propargyl-2H-1,4-benzoxazin-6-yl)-1-methyl-6-trifluoromethyl-2,4(1H,3H)-pyrimidinedione). The yield is 80.4%. As a reaction SMILES: [F:1][C:2]1[C:15]([N:16]2[C:21](=[O:22])[CH:20]=[C:19]([C:23]([F:26])([F:25])[F:24])[NH:18][C:17]2=[O:27])=[CH:14][C:5]2[N:6]([CH2:11][C:12]#[CH:13])[C:7](=[O:10])[CH2:8][O:9][C:4]=2[CH:3]=1.[H-].[Na+].[CH3:30]OS(=O)(=O)OC>CN(C)C=O>[F:1][C:2]1[C:15]([N:16]2[C:21](=[O:22])[CH:20]=[C:19]([C:23]([F:24])([F:25])[F:26])[N:18]([CH3:30])[C:17]2=[O:27])=[CH:14][C:5]2[N:6]([CH2:11][C:12]#[CH:13])[C:7](=[O:10])[CH2:8][O:9][C:4]=2[CH:3]=1 |f:1.2|. Reported procedure: 0.18 g of 3-(7-fluoro-3-oxo-4-propargyl-2H-1,4-benzoxazin-6-yl)-6-trifluoromethyl-2,4(1H,3H)-pyrimidinedione was added at room temperature in a dimethylformamide solution (2 ml) having suspended therein 0.02 g of sodium hydride (purity: 55%). After standing for 20 minutes, the solution was further added with 0.09 g of dimethylsulfuric acid and stirred overnight. Then dimethylformamide was distilled off and the residue was extracted with ethyl acetate by adding water. The extract was washed with ...